This data is from the Open Reaction Database (ORD), a public repository of structured organic reaction records. The task is: describe an organic reaction: reactants, conditions, products, and yield The reactants are CC(C)[Si](OCc1cc2cc(C(O)(C(F)(F)F)C(F)(F)F)ccc2n1Cc1ccccc1)(C(C)C)C(C)C, CCCC[N+](CCCC)(CCCC)CCCC, C1CCOC1, CCOCC, [Cl-], [F-], [NH4+]. Product: OCc1cc2cc(C(O)(C(F)(F)F)C(F)(F)F)ccc2n1Cc1ccccc1. RXN SMILES: [CH2:1]([c:2]1[cH:3][cH:4][cH:5][cH:6][cH:7]1)[n:8]1[c:9]([CH2:27][O:28][Si:29]([CH:30]([CH3:31])[CH3:32])([CH:33]([CH3:34])[CH3:35])[CH:36]([CH3:37])[CH3:38])[cH:10][c:11]2[cH:12][c:13]([C:17]([C:18]([F:19])([F:20])[F:21])([C:22]([F:23])([F:24])[F:25])[OH:26])[cH:14][cH:15][c:16]12.[CH2:40]([N+:41]([CH2:42][CH2:43][CH2:44][CH3:45])([CH2:46][CH2:47][CH2:48][CH3:49])[CH2:50][CH2:51][CH2:52][CH3:53])[CH2:54][CH2:55][CH3:56].[CH2:64]1[O:65][CH2:66][CH2:67][CH2:68]1.[CH3:59][CH2:60][O:61][CH2:62][CH3:63].[Cl-:57].[F-:39].[NH4+:58]>>[CH2:1]([c:2]1[cH:3][cH:4][cH:5][cH:6][cH:7]1)[n:8]1[c:9]([CH2:27][OH:28])[cH:10][c:11]2[cH:12][c:13]([C:17]([C:18]([F:19])([F:20])[F:21])([C:22]([F:23])([F:24])[F:25])[OH:26])[cH:14][cH:15][c:16]12. The reactants are IC (iodomethane), BrC=1C=C2C(=C(C(=NC2=CC1OC)C1=CC(=CC=C1)C(F)(F)F)C)C(=O)OC (methyl 6-bromo-3-methyl-7-(methyloxy)-2-[3-(trifluoromethyl)phenyl]-4-quinolinecarboxylate), C(C)(C)S(=O)[O-].[Na+] (sodium isopropanesulfinate). The reagents and catalysts are [Cu]I (copper(I) iodide). Solvent: C(Cl)Cl (methylene chloride), O (water), CS(=O)C (dimethyl sulfoxide). Conditions: temperature 120 celsius, time 1 hour. Product: CC=1C(=NC2=CC(=C(C=C2C1C(=O)OC)S(=O)(=O)C(C)C)OC)C1=CC(=CC=C1)C(F)(F)F (methyl 3-methyl-6-[(1-methylethyl)sulfonyl]-7-(methyloxy)-2-[3-(trifluoromethyl)phenyl]-4-quinolinecarboxylate). Isolated yield 90.1%. RXN SMILES: Br[C:2]1[CH:3]=[C:4]2[C:9](=[CH:10][C:11]=1[O:12][CH3:13])[N:8]=[C:7]([C:14]1[CH:19]=[CH:18][CH:17]=[C:16]([C:20]([F:23])([F:22])[F:21])[CH:15]=1)[C:6]([CH3:24])=[C:5]2[C:25]([O:27][CH3:28])=[O:26].[CH:29]([S:32]([O-:34])=[O:33])([CH3:31])[CH3:30].[Na+].IC>CS(C)=O.C(Cl)Cl.O.[Cu]I>[CH3:24][C:6]1[C:7]([C:14]2[CH:19]=[CH:18][CH:17]=[C:16]([C:20]([F:22])([F:21])[F:23])[CH:15]=2)=[N:8][C:9]2[C:4]([C:5]=1[C:25]([O:27][CH3:28])=[O:26])=[CH:3][C:2]([S:32]([CH:29]([CH3:31])[CH3:30])(=[O:34])=[O:33])=[C:11]([O:12][CH3:13])[CH:10]=2 |f:1.2|. Procedure details: To a solution of methyl 6-bromo-3-methyl-7-(methyloxy)-2-[3-(trifluoromethyl)phenyl]-4-quinolinecarboxylate (10.0 g, 22.01 mmol) in dimethyl sulfoxide (200 mL) was added copper(I) iodide (8.39 g, 44.0 mmol) and sodium isopropanesulfinate (5.73 g, 44.0 mmol). The mixture was evacuated, purged with N2 three times, and heated at 120° C. overnight. The mixture was cooled to room temperature, treated with iodomethane (4.13 mL, 66.0 mmol), and stirred for 1 h. The reaction mixture was diluted with met...